Dataset: the Open Reaction Database (ORD), a public repository of structured organic reaction records. Task: describe an organic reaction: reactants, conditions, products, and yield Starting materials: OC=1N=CC(=NC1)C(=O)OC (methyl 5-hydroxypyrazine-2-carboxylate), FeBr3, BrBr (Br2). The solvent is C(Cl)(Cl)Cl (CHCl3). Product: COC(=O)C1=NC(=C(N=C1)O)Br (6-Bromo-5-hydroxy-pyrazine-2-carboxylic acid methyl ester). As a reaction SMILES: [OH:1][C:2]1[N:3]=[CH:4][C:5]([C:8]([O:10][CH3:11])=[O:9])=[N:6][CH:7]=1.[Br:12]Br>C(Cl)(Cl)Cl>[CH3:11][O:10][C:8]([C:5]1[CH:4]=[N:3][C:2]([OH:1])=[C:7]([Br:12])[N:6]=1)=[O:9]. Procedure details: A mixture of 2 g (13 mmol) methyl 5-hydroxypyrazine-2-carboxylate (commercially available), 0.192 g (0.65 mmol) FeBr3, 0.7 mL (14 mmol) Br2 in 20 mL CHCl3 was refluxed for 16 h. After evaporation of all volatiles the residue was used without further purification in the consecutive step. The product is COCCOCCOCCOCCOC(=O)C1CC2(NC(=O)NC2=O)c2cc(F)ccc2O1. As a reaction SMILES: [CH2:21]([CH2:22][O:23][CH2:24][CH2:25][O:26][CH2:27][CH2:28][O:29][CH2:30][CH2:31][O:32][CH3:33])[OH:34].[CH3:46][c:47]1[cH:48][cH:49][cH:50][cH:51][cH:52]1.[F:1][c:2]1[cH:3][cH:4][c:5]2[c:6]([cH:20]1)[C:7]1([CH2:8][CH:9]([C:11](=[O:12])[OH:13])[O:10]2)[NH:14][C:15](=[O:19])[NH:16][C:17]1=[O:18].[c:35]1([CH3:36])[cH:37][cH:38][c:39]([S:40]([OH:41])(=[O:42])=[O:43])[cH:44][cH:45]1>>[F:1][c:2]1[cH:3][cH:4][c:5]2[c:6]([cH:20]1)[C:7]1([CH2:8][CH:9]([C:11]([O:12][CH2:21][CH2:22][O:23][CH2:24][CH2:25][O:26][CH2:27][CH2:28][O:29][CH2:30][CH2:31][O:32][CH3:33])=[O:13])[O:10]2)[NH:14][C:15](=[O:19])[NH:16][C:17]1=[O:18]. The reactants are COCCOCCOCCOCCO, Cc1ccccc1, O=C1NC(=O)C2(CC(C(=O)O)Oc3ccc(F)cc32)N1, Cc1ccc(S(=O)(=O)O)cc1. Reaction SMILES: [CH3:1][O-:2].[CH3:23][OH:24].[Cl:9][CH2:10][C:11]#[C:12][CH2:13][C:14]#[C:15][CH2:16][CH2:17][CH2:18][CH2:19][CH2:20][CH3:21].[Na+:3].[OH2:22].[OH:4][C:5](=[O:6])[CH2:7][SH:8]>>[OH:4][C:5](=[O:6])[CH2:7][S:8][CH2:10][C:11]#[C:12][CH2:13][C:14]#[C:15][CH2:16][CH2:17][CH2:18][CH2:19][CH2:20][CH3:21]. The reactants are C[O-], CO, CCCCCCC#CCC#CCCl, [Na+], O, O=C(O)CS. Yields the product CCCCCCC#CCC#CCSCC(=O)O. Starting materials: COC(=O)c1ccc(CF)cc1NC(C)=O, CO, O=S(=O)(O)O. Yields the product COC(=O)c1ccc(CF)cc1N. RXN SMILES: [CH3:1][O:2][C:3]([c:4]1[c:5]([NH:12][C:13](=[O:14])[CH3:15])[cH:6][c:7]([CH2:10][F:11])[cH:8][cH:9]1)=[O:16].[CH3:22][OH:23].[S:17](=[O:18])(=[O:19])([OH:20])[OH:21]>>[CH3:1][O:2][C:3]([c:4]1[c:5]([NH2:12])[cH:6][c:7]([CH2:10][F:11])[cH:8][cH:9]1)=[O:16].